This data is from the Open Reaction Database (ORD), a public repository of structured organic reaction records. The task is: describe an organic reaction: reactants, conditions, products, and yield Yields the product C(C)(C)(C)OC(=O)N1C2(CCC2)CC(CC1=O)=O (6,8-Dioxo-5-aza-spiro[3.5]nonane-5-carboxylic acid tert-butyl ester). Run in C(Cl)Cl (CH2Cl2). Reactants: Cl.O (HCl water), C(C)(C)(C)OC(=O)NC1(CCC1)CC(=O)O ((1-tert-Butoxycarbonylamino-cyclobutyl)-acetic acid), C(CCl)Cl (EDC), CC1(OC(=O)CC(=O)O1)C (Meldrum's acid). As a reaction SMILES: [C:1]([O:5][C:6]([NH:8][C:9]1([CH2:13][C:14]([OH:16])=O)[CH2:12][CH2:11][CH2:10]1)=[O:7])([CH3:4])([CH3:3])[CH3:2].C(Cl)CCl.[CH3:21][C:22]1(C)OC(=O)CC(=O)[O:23]1.Cl.O>CN(C1C=CN=CC=1)C.C(Cl)Cl>[C:1]([O:5][C:6]([N:8]1[C:22](=[O:23])[CH2:21][C:14](=[O:16])[CH2:13][C:9]21[CH2:10][CH2:11][CH2:12]2)=[O:7])([CH3:2])([CH3:3])[CH3:4] |f:3.4|. Procedure details: (1-tert-Butoxycarbonylamino-cyclobutyl)-acetic acid (6 g; 26 mmol) (Eur.J.Med.Chem. 34 (1999) 363), EDC (7.5 g; 39 mmol) DMAP (4.8 g; 39 mmol) and Meldrum's acid (3.77 g; 26 mmol) in CH2Cl2 (120 ml) are stirred at room temperature over night and poured on 2N HCl/water (40 ml/400 ml). The aqueous phase is extracted with CH2Cl2 twice, the organic phases are combined and dried over Na2SO4 and evaporated to dryness. The orange-colored residue is taken up in ethyl acetate (200 ml) and refluxed for 2.... Reagents/catalysts: CN(C)C=1C=CN=CC1 (DMAP). Starting materials: O (water), OC1=CC(NC=C1C)=O (4-Hydroxy-5-methylpyridin-2(1H)-one), CS(=O)(=O)OC1CCN(CC1)C(=O)OCC1=CC=CC=C1 (benzyl 4-(methylsulfonyloxy)piperidine-1-carboxylate), C([O-])([O-])=O.[K+].[K+] (potassium carbonate). Run in CCOC(=O)C (EtOAc), CN(C)C=O (DMF). The product is CC=1C(=CC(NC1)=O)OC1CCN(CC1)C(=O)OCC1=CC=CC=C1 (benzyl 4-(5-methyl-2-oxo-1,2-dihydropyridin-4-yloxy)piperidine-1-carboxylate). The yield is 95.9%. Reaction SMILES: [OH:1][C:2]1[C:7]([CH3:8])=[CH:6][NH:5][C:4](=[O:9])[CH:3]=1.CS(O[CH:15]1[CH2:20][CH2:19][N:18]([C:21]([O:23][CH2:24][C:25]2[CH:30]=[CH:29][CH:28]=[CH:27][CH:26]=2)=[O:22])[CH2:17][CH2:16]1)(=O)=O.C(=O)([O-])[O-].[K+].[K+].O>CN(C=O)C.CCOC(C)=O>[CH3:8][C:7]1[C:2]([O:1][CH:15]2[CH2:20][CH2:19][N:18]([C:21]([O:23][CH2:24][C:25]3[CH:26]=[CH:27][CH:28]=[CH:29][CH:30]=3)=[O:22])[CH2:17][CH2:16]2)=[CH:3][C:4](=[O:9])[NH:5][CH:6]=1 |f:2.3.4|. Procedure: 4-Hydroxy-5-methylpyridin-2(1H)-one (554 mg, 4.43 mmol), benzyl 4-(methylsulfonyloxy)piperidine-1-carboxylate (2081 mg, 6.64 mmol), and potassium carbonate (1224 mg, 8.86 mmol) were stirred in DMF (12 mL) at 100° C. under nitrogen for 14 hours. 100 mL water and 100 mL EtOAc was added and then washed the EtOAc layer with 2×100 mL additional water. The organic layer was dried with Na2SO4, filtered, and concentrated to give 1454 mg of a brown oil. The oil was purified by flash chromatography (0-5% ... Reactants: O (water), O1C(OCCC1)C1=CC=C(O1)C1=NN(C2=CC=CC=C12)CC1=CC=NC=C1 (3-(5-(1,3-dioxan-2-yl)furan-2-yl)-1-(4-picolyl)indazole), 50, C(C)(=O)O (acetic acid), C(C)(=O)OCC (ethyl acetate). The solvent is CC(=O)C (acetone). Reaction conditions: time 1 hour. Yields the product C(=O)C1=CC=C(O1)C1=NN(C2=CC=CC=C12)CC1=CC=NC=C1 (3-(5-Formyl-2-furyl)-1-(4-picolyl)indazole). Reaction SMILES: [O:1]1CCCO[CH:2]1[C:7]1[O:11][C:10]([C:12]2[C:20]3[C:15](=[CH:16][CH:17]=[CH:18][CH:19]=3)[N:14]([CH2:21][C:22]3[CH:27]=[CH:26][N:25]=[CH:24][CH:23]=3)[N:13]=2)=[CH:9][CH:8]=1.C(O)(=O)C.O.C(OCC)(=O)C>CC(C)=O>[CH:2]([C:7]1[O:11][C:10]([C:12]2[C:20]3[C:15](=[CH:16][CH:17]=[CH:18][CH:19]=3)[N:14]([CH2:21][C:22]3[CH:23]=[CH:24][N:25]=[CH:26][CH:27]=3)[N:13]=2)=[CH:9][CH:8]=1)=[O:1]. Procedure details: 1 g (2.77 mmol) of 3-(5-(1,3-dioxan-2-yl)furan-2-yl)-1-(4-picolyl)indazole is dissolved in 10 ml of acetone, and 20 ml of 50 per cent strength acetic acid are added. The mixture is boiled for 1 hour, introduced into water and extracted with ethyl acetate and the organic phase is dried with sodium sulphate and evaporated in vacuo to give 0.8 g (95.3% of theory) of an oil. Rf (SiO2, ethyl acetate): 0.25 The reactants are C1(CC1)[C@@H]1OC2=C(NC([C@@H]1N(CC1=CC=CC=C1)CC1=CC=CC=C1)=O)C=C(C=C2)F ((+)-(6S,7R)-6-cyclopropyl-7-dibenzylamino-2-fluoro-6,7-dihydro-9H-5-oxa-9-aza-benzocyclohepten-8-one). Reagents/catalysts: [Pd] (Pd/C). Run in CO (methanol). Yields the product N[C@@H]1[C@@H](OC2=C(NC1=O)C=C(C=C2)F)C2CC2 ((6S,7R)-7-Amino-6-cyclopropyl-2-fluoro-6,7-dihydro-9H-5-oxa-9-aza-benzocyclohepten-8-one). As a reaction SMILES: [CH:1]1([C@H:4]2[C@@H:10]([N:11](CC3C=CC=CC=3)CC3C=CC=CC=3)[C:9](=[O:26])[NH:8][C:7]3[CH:27]=[C:28]([F:31])[CH:29]=[CH:30][C:6]=3[O:5]2)[CH2:3][CH2:2]1>CO.[Pd]>[NH2:11][C@H:10]1[C:9](=[O:26])[NH:8][C:7]2[CH:27]=[C:28]([F:31])[CH:29]=[CH:30][C:6]=2[O:5][C@H:4]1[CH:1]1[CH2:3][CH2:2]1. Procedure: The title compound was prepared by hydrogenation of (+)-(6S,7R)-6-cyclopropyl-7-dibenzylamino-2-fluoro-6,7-dihydro-9H-5-oxa-9-aza-benzocyclohepten-8-one in methanol with Pd/C (10%), MS m/e (%): 235.1 (M−H, 100). The reactants are COC=1C=C(C=CC=2SC=3NCCCCC3N2)C=CC1OCSC (2-(3-Methoxy-4-methylthiomethoxystyryl)-5,6,7,8-tetrahydro-4H-thiazolo[5,4-b]azepine), mercuric chloride, C(O)([O-])=O.[Na+] (sodium hydrogen carbonate). Run in CN(C=O)C (dimethylformamide), C(C)#N (acetonitrile), O (water). Product: OC1=C(C=C(C=CC=2SC=3NCCCCC3N2)C=C1)OC (2-(4-Hydroxy-3-methoxystyryl)-5,6,7,8-tetrahydro-4H-thiazolo[5,4-b]azepine). Yield: 20.3%. Reaction SMILES: [CH3:1][O:2][C:3]1[CH:4]=[C:5]([CH:18]=[CH:19][C:20]=1[O:21]CSC)[CH:6]=[CH:7][C:8]1[S:9][C:10]2[NH:11][CH2:12][CH2:13][CH2:14][CH2:15][C:16]=2[N:17]=1.C(=O)([O-])O.[Na+]>CN(C)C=O.C(#N)C.O>[OH:21][C:20]1[CH:19]=[CH:18][C:5]([CH:6]=[CH:7][C:8]2[S:9][C:10]3[NH:11][CH2:12][CH2:13][CH2:14][CH2:15][C:16]=3[N:17]=2)=[CH:4][C:3]=1[O:2][CH3:1] |f:1.2|. Procedure: 2-(3-Methoxy-4-methylthiomethoxystyryl)-5,6,7,8-tetrahydro-4H-thiazolo[5,4-b]azepine (1.88 g) obtained in Example 87, was dissolved in a mixture of dimethylformamide, acetonitrile and water, following by addition of mercuric chloride (2.11 g). The mixture was refluxed for 15 hrs. After completing the reaction, an aqueous sodium hydrogen carbonate was added to the mixture. The mixture was extracted with a mixture of chloroform and methanol, dried over anhydrous magnesium sulfate and distilled und... The reactants are COc1ccc(P2(=S)SP(=S)(c3ccc(OC)cc3)S2)cc1, Cc1ccccc1, O=c1c2c(c3cccnc3n1-c1ccccc1)OCC2. Product: S=c1c2c(c3cccnc3n1-c1ccccc1)OCC2. RXN SMILES: [CH3:21][O:22][c:23]1[cH:24][cH:25][c:26]([P:27]2(=[S:28])[S:29][P:31](=[S:32])([c:33]3[cH:34][cH:35][c:36]([O:37][CH3:38])[cH:39][cH:40]3)[S:30]2)[cH:41][cH:42]1.[CH3:43][c:44]1[cH:45][cH:46][cH:47][cH:48][cH:49]1.[c:1]1(-[n:7]2[c:8](=[O:20])[c:9]3[c:10]([c:11]4[cH:12][cH:13][cH:14][n:15][c:16]24)[O:17][CH2:18][CH2:19]3)[cH:2][cH:3][cH:4][cH:5][cH:6]1>>[c:1]1(-[n:7]2[c:8](=[S:30])[c:9]3[c:10]([c:11]4[cH:12][cH:13][cH:14][n:15][c:16]24)[O:17][CH2:18][CH2:19]3)[cH:2][cH:3][cH:4][cH:5][cH:6]1. Starting materials: O=C(O)CC(Cc1ccccc1)C(=O)OCc1ccccc1, CN(C)C=O, O=C(Cl)C(=O)Cl, ClCCl, Cl, C1COCCO1. Yields the product O=C(CCl)CC(Cc1ccccc1)C(=O)OCc1ccccc1. RXN SMILES: [C:1](=[O:2])([OH:3])[CH2:4][CH:5]([C:6](=[O:7])[O:8][CH2:9][c:10]1[cH:11][cH:12][cH:13][cH:14][cH:15]1)[CH2:16][c:17]1[cH:18][cH:19][cH:20][cH:21][cH:22]1.[CH3:29][N:30]([CH3:31])[CH:32]=[O:33].[Cl:23][C:24]([C:25]([Cl:26])=[O:27])=[O:28].[Cl:41][CH2:42][Cl:43].[ClH:34].[O:35]1[CH2:36][CH2:37][O:38][CH2:39][CH2:40]1>>[C:1](=[O:3])([CH2:4][CH:5]([C:6](=[O:7])[O:8][CH2:9][c:10]1[cH:11][cH:12][cH:13][cH:14][cH:15]1)[CH2:16][c:17]1[cH:18][cH:19][cH:20][cH:21][cH:22]1)[CH2:24][Cl:23].